Dataset: the Open Reaction Database (ORD), a public repository of structured organic reaction records. Task: describe an organic reaction: reactants, conditions, products, and yield The reactants are CC(=O)C1=C(C=CC(=C1)F)O (5-Fluoro-2-hydroxyacetophenone), CC(C)([O-])C.[K+] (potassium tertiary butoxide), C(C(=O)OCC)(=O)OCC (diethyl oxalate). Yields the product FC=1C=CC2=C(C(C=C(O2)C(=O)O)=O)C1 (6-fluoro-4-oxo-4H-1-benzopyran-2-carboxylic acid). As a reaction SMILES: [CH3:1][C:2]([C:4]1[CH:9]=[C:8]([F:10])[CH:7]=[CH:6][C:5]=1[OH:11])=[O:3].CC(C)([O-])C.[K+].[C:18](OCC)(=O)[C:19]([O:21]CC)=[O:20]>>[F:10][C:8]1[CH:7]=[CH:6][C:5]2[O:11][C:18]([C:19]([OH:21])=[O:20])=[CH:1][C:2](=[O:3])[C:4]=2[CH:9]=1 |f:1.2|. Reported procedure: 5-Fluoro-2-hydroxyacetophenone (II) was treated with potassium tertiary butoxide and diethyl oxalate to give 6-fluoro-4-oxo-4H-1-benzopyran-2-carboxylic acid (III) according to Reaction 1 as given below by a known process (JP 2218675). Reactants: C([O-])([O-])=O.[K+].[K+] (potassium carbonate), BrCCCBr (1,3-dibromopropane), OC1=C(C=CC=C1)CC(=O)OCC1=CC=CC=C1 (benzyl [(2-hydroxy)phenyl]acetate). The solvent is C(C)#N (acetonitrile), C(C)(=O)OCC (ethyl acetate). Reaction conditions: time 20 hour. Product: BrCCCOC1=C(C=CC=C1)CC(=O)OCC1=CC=CC=C1 (benzyl [2-(3-bromopropoxy)phenyl]acetate). As a reaction SMILES: C(=O)([O-])[O-].[K+].[K+].[Br:7][CH2:8][CH2:9][CH2:10]Br.[OH:12][C:13]1[CH:18]=[CH:17][CH:16]=[CH:15][C:14]=1[CH2:19][C:20]([O:22][CH2:23][C:24]1[CH:29]=[CH:28][CH:27]=[CH:26][CH:25]=1)=[O:21]>C(#N)C.C(OCC)(=O)C>[Br:7][CH2:8][CH2:9][CH2:10][O:12][C:13]1[CH:18]=[CH:17][CH:16]=[CH:15][C:14]=1[CH2:19][C:20]([O:22][CH2:23][C:24]1[CH:25]=[CH:26][CH:27]=[CH:28][CH:29]=1)=[O:21] |f:0.1.2|. Reported procedure: 5.2 g of potassium carbonate and 40 cm3 of 1,3-dibromopropane are added to a solution of 4.84 g of benzyl [(2-hydroxy)phenyl]acetate in 100 cm3 of acetonitrile. The mixture is stirred at the reflux temperature for 20 hours and then cooled to room temperature before being filtered. The filtrate is concentrated to dryness under reduced pressure and the residue obtained is taken up in 200 cm3 of ethyl acetate. The solution is washed with twice 100 cm3 of water then with 150 cm3 of brine, and is dri... Reactants: C[C@@H]1CC[C@H](CC1)NC(C=CC1=CC(=C(C=C1)O)OC)=O (N-(trans-4-methylcyclohexyl)-4-hydroxy-3-methoxycinnamamide), C([O-])([O-])=O.[K+].[K+] (potassium carbonate), BrCCCCCCl (1-bromo-5-chloropentane). Run in CC(=O)CC(C)C (methylisobutylketone). The product is C[C@@H]1CC[C@H](CC1)NC(C=CC1=CC(=C(C=C1)OCCCCCCl)OC)=O (N-(trans-4-methylcyclohexyl)-4-(5-chloropentyloxy)-3-methoxycinnamamide). RXN SMILES: [CH3:1][C@H:2]1[CH2:7][CH2:6][C@H:5]([NH:8][C:9](=[O:21])[CH:10]=[CH:11][C:12]2[CH:17]=[CH:16][C:15]([OH:18])=[C:14]([O:19][CH3:20])[CH:13]=2)[CH2:4][CH2:3]1.C(=O)([O-])[O-].[K+].[K+].Br[CH2:29][CH2:30][CH2:31][CH2:32][CH2:33][Cl:34]>CC(CC(C)C)=O>[CH3:1][C@H:2]1[CH2:3][CH2:4][C@H:5]([NH:8][C:9](=[O:21])[CH:10]=[CH:11][C:12]2[CH:17]=[CH:16][C:15]([O:18][CH2:29][CH2:30][CH2:31][CH2:32][CH2:33][Cl:34])=[C:14]([O:19][CH3:20])[CH:13]=2)[CH2:6][CH2:7]1 |f:1.2.3|. Procedure details: Using 5 g of N-(trans-4-methylcyclohexyl)-4-hydroxy-3-methoxycinnamamide (Example 131), 120 ml of methylisobutylketone, 3.5 g of potassium carbonate, and 3.2 ml of 1-bromo-5-chloropentane, a reaction similar to that conducted in Example 106 was carried out. As a result, 5.86 g of N-(trans-4-methylcyclohexyl)-4-(5-chloropentyloxy)-3-methoxycinnamamide (a compound of the present invention) was obtained as white crystal, which had the following physiochemical properties: The reactants are C(=O)[C@@H]1CC[C@H](CC1)NC(C1=CC(=CC=C1)C(F)(F)F)=O (trans-N-(4-formyl-cyclohexyl)-3-trifluoromethyl-benzamide), ClC1=C(C(=O)N[C@@H]2CC[C@H](CC2)C=O)C=C(C=C1)C(F)(F)F (trans-2-chloro-N-(4-formyl-cyclohexyl)-5-trifluoromethyl-benzamide), NC1=C2C=CC=NC2=CC=C1 (5-aminoquinoline), C(C)(=O)O (acetic acid), C(C)(=O)O[BH-](OC(C)=O)OC(C)=O.[Na+] (sodium triacetoxyborohydride). The solvent is ClCCCl (1,2-dichloroethane). Run at temperature 140 celsius. The product is N1=CC=CC2=C(C=CC=C12)NC[C@@H]1CC[C@H](CC1)NC(C1=CC(=CC=C1)C(F)(F)F)=O (Trans-N-[4-(Quinolin-5-ylaminomethyl)-cyclohexyl]-3-trifluoromethyl-benzamide). Reaction SMILES: [CH:1]([C@H:3]1[CH2:8][CH2:7][C@H:6]([NH:9][C:10](=[O:21])[C:11]2[CH:16]=[CH:15][CH:14]=[C:13]([C:17]([F:20])([F:19])[F:18])[CH:12]=2)[CH2:5][CH2:4]1)=O.ClC1C=CC(C(F)(F)F)=CC=1C(N[C@H]1CC[C@H](C=O)CC1)=O.[NH2:44][C:45]1[CH:54]=[CH:53][CH:52]=[C:51]2[C:46]=1[CH:47]=[CH:48][CH:49]=[N:50]2.C(O)(=O)C.C(O[BH-](OC(=O)C)OC(=O)C)(=O)C.[Na+]>ClCCCl>[N:50]1[C:51]2[C:46](=[C:45]([NH:44][CH2:1][C@H:3]3[CH2:8][CH2:7][C@H:6]([NH:9][C:10](=[O:21])[C:11]4[CH:16]=[CH:15][CH:14]=[C:13]([C:17]([F:20])([F:19])[F:18])[CH:12]=4)[CH2:5][CH2:4]3)[CH:54]=[CH:53][CH:52]=2)[CH:47]=[CH:48][CH:49]=1 |f:4.5|. Procedure details: To a solution of trans-N-(4-formyl-cyclohexyl)-3-trifluoromethyl-benzamide (prepared analogously to trans-2-chloro-N-(4-formyl-cyclohexyl)-5-trifluoromethyl-benzamide (Ex. 1 step 3) from the appropriate starting compounds) (100 mg, 0.33 mmol) and 5-aminoquinoline (48 mg, 0.33 mmol) in dry 1,2-dichloroethane (2 mL) in a 2-5 mL capacity microwave tube, is added acetic acid (0.06 mL, 1.0 mmol) and sodium triacetoxyborohydride (178 mg, 0.84 mmol). The tube is sealed with a septum and the mixture is ...